From a dataset of the Open Reaction Database (ORD), a public repository of structured organic reaction records. describe an organic reaction: reactants, conditions, products, and yield Reactants: CC#N, NC1CCCc2ccccc21, CCOC(=O)Cl, [K+], [K+], O=C([O-])[O-], O. Product: CCOC(=O)NC1CCCc2ccccc21. As a reaction SMILES: [CH3:25][C:26]#[N:27].[CH:7]1([NH2:17])[CH2:8][CH2:9][CH2:10][c:11]2[cH:12][cH:13][cH:14][cH:15][c:16]21.[Cl:1][C:2](=[O:3])[O:4][CH2:5][CH3:6].[K+:18].[K+:19].[O-:20][C:21]([O-:22])=[O:23].[OH2:24]>>[C:2](=[O:3])([O:4][CH2:5][CH3:6])[NH:17][CH:7]1[CH2:8][CH2:9][CH2:10][c:11]2[cH:12][cH:13][cH:14][cH:15][c:16]21. The reactants are ClC=1C=C2C(=NC=NC2=CC1C(=O)N1CCCC1)NC(CCC(=O)O)C1=NC2=C(N1C(=O)OC(C)(C)C)C=CC(=C2)Cl (6-chloro-4-[1-(1-tert.-butyloxycarbonyl-5-chloro-1H-benzimidazol-2-yl)-3-hydroxycarbonyl-propyl-amino]-7-(pyrrolidin-1-yl-carbonyl)-quinazoline), C1(CC1)NC (cyclopropyl-methylamine), CN(C)C(=[N+](C)C)ON1C2=C(C=CC=C2)N=N1.[B-](F)(F)(F)F (TBTU), FC(C(=O)O)(F)F (trifluoroacetic acid). The solvent is C(C)#N.O1CCCC1 (acetonitrile tetrahydrofuran). Product: ClC=1C=C2C(=NC=NC2=CC1C(=O)N1CCCC1)NC(CCC(=O)N(C)C1CC1)C1=NC2=C(N1)C=CC(=C2)Cl (6-chloro-4-[1-(5-chloro-1H-benzimidazol-2-yl)-3-(N-cyclopropyl-N-methyl-amino-carbonyl)-propyl-amino]-7-(pyrrolidin-1-yl-carbonyl)-quinazoline). RXN SMILES: [Cl:1][C:2]1[CH:3]=[C:4]2[C:9](=[CH:10][C:11]=1[C:12]([N:14]1[CH2:18][CH2:17][CH2:16][CH2:15]1)=[O:13])[N:8]=[CH:7][N:6]=[C:5]2[NH:19][CH:20]([C:26]1[N:30](C(OC(C)(C)C)=O)[C:29]2[CH:38]=[CH:39][C:40]([Cl:42])=[CH:41][C:28]=2[N:27]=1)[CH2:21][CH2:22][C:23]([OH:25])=O.[CH:43]1([NH:46][CH3:47])[CH2:45][CH2:44]1.CN(C(ON1N=NC2C=CC=CC1=2)=[N+](C)C)C.[B-](F)(F)(F)F.FC(F)(F)C(O)=O>C(#N)C.O1CCCC1>[Cl:1][C:2]1[CH:3]=[C:4]2[C:9](=[CH:10][C:11]=1[C:12]([N:14]1[CH2:18][CH2:17][CH2:16][CH2:15]1)=[O:13])[N:8]=[CH:7][N:6]=[C:5]2[NH:19][CH:20]([C:26]1[NH:30][C:29]2[CH:38]=[CH:39][C:40]([Cl:42])=[CH:41][C:28]=2[N:27]=1)[CH2:21][CH2:22][C:23]([N:46]([CH:43]1[CH2:45][CH2:44]1)[CH3:47])=[O:25] |f:2.3,5.6|. Procedure: Prepared analogously to Example 61 from 6-chloro-4-[1-(1-tert.-butyloxycarbonyl-5-chloro-1H-benzimidazol-2-yl)-3-hydroxycarbonyl-propyl-amino]-7-(pyrrolidin-1-yl-carbonyl)-quinazoline and cyclopropyl-methylamine with TBTU in acetonitrile/tetrahydrofuran and subsequent reaction with trifluoroacetic acid. Starting materials: O=C([O-])O, COCCOC, CCC(C)NO, Cl, [Na+], O=C=Nc1ccccc1. Yields the product CCC(C)N(O)C(=O)Nc1ccccc1. As a reaction SMILES: [C:8](=[O:9])([OH:10])[O-:11].[CH3:22][O:23][CH2:24][CH2:25][O:26][CH3:27].[CH:2]([CH3:3])([CH2:4][CH3:5])[NH:6][OH:7].[ClH:1].[Na+:12].[O:13]=[C:14]=[N:15][c:16]1[cH:17][cH:18][cH:19][cH:20][cH:21]1>>[CH:2]([CH3:3])([CH2:4][CH3:5])[N:6]([OH:7])[C:14](=[O:13])[NH:15][c:16]1[cH:17][cH:18][cH:19][cH:20][cH:21]1. The reactants are CC(=O)OCC1=C(N2[C@@H]([C@@H](C2=O)N)SC1)C(=O)O (7-aminocephalosporanic acid), P(=O)([O-])([O-])[O-] (phosphate), Cl (hydrochloric acid), NN1C(=NN=C1N1N=CC=C1)S (4-amino-5-(1-pyrazolyl)-4H-1,2,4-triazole-3-thiol), C([O-])(O)=O.[Na+] (sodium bicarbonate). Conditions: temperature 60 celsius. Product: NC1C2SCC(=C(N2C1=O)C(=O)O)CSC1=NN=C(N1N)N1N=CC=C1 (7-Amino-3-[[4-amino-5-(1-pyrazolyl)-4H-1,2,4-triazol-3-ylthio]methyl]-8-oxo-5-thia-1-azabicyclo-[4.2.0]oct-2-ene-2-carboxylic acid). RXN SMILES: CC(O[CH2:5][C:6]1[CH2:15][S:14][C@@H:9]2[C@H:10]([NH2:13])[C:11](=[O:12])[N:8]2[C:7]=1[C:16]([OH:18])=[O:17])=O.[NH2:19][N:20]1[C:24]([N:25]2[CH:29]=[CH:28][CH:27]=[N:26]2)=[N:23][N:22]=[C:21]1[SH:30].C(=O)(O)[O-].[Na+].P([O-])([O-])([O-])=O.Cl>>[NH2:13][CH:10]1[C:11](=[O:12])[N:8]2[CH:9]1[S:14][CH2:15][C:6]([CH2:5][S:30][C:21]1[N:20]([NH2:19])[C:24]([N:25]3[CH:29]=[CH:28][CH:27]=[N:26]3)=[N:23][N:22]=1)=[C:7]2[C:16]([OH:18])=[O:17] |f:2.3|. Procedure: A solution of 2.72 g. of 7-aminocephalosporanic acid, 1.82 g. of 4-amino-5-(1-pyrazolyl)-4H-1,2,4-triazole-3-thiol and 1.68 g. of sodium bicarbonate in 75 ml. of pH 6.4 phosphate buffer is stirred and heated at 60° C. for 7 hours. The resulting solution is cooled, acidified to pH 3 with 4 N hydrochloric acid and the precipitate is collected by filtration and dried, giving 2.6 g. of the desired product, I.R. 5.60μ (β-lactam carbonyl). Starting materials: CC(C)CO, ClC(Cl)Cl, CCN=C=NCCCN1CCCC1, CC(C)CC(NC(=O)Cc1ccccc1)C(=O)O. Product: CC(C)COC(=O)C(CC(C)C)NC(=O)Cc1ccccc1. Reaction SMILES: [CH2:19]([CH:20]([CH3:21])[CH3:22])[OH:23].[Cl:37][CH:38]([Cl:39])[Cl:40].[N:24]1([CH2:25][CH2:26][CH2:27][N:28]=[C:29]=[N:30][CH2:31][CH3:32])[CH2:33][CH2:34][CH2:35][CH2:36]1.[c:1]1([CH2:7][C:8](=[O:9])[NH:10][CH:11]([CH2:12][CH:13]([CH3:14])[CH3:15])[C:16](=[O:17])[OH:18])[cH:2][cH:3][cH:4][cH:5][cH:6]1>>[c:1]1([CH2:7][C:8](=[O:9])[NH:10][CH:11]([CH2:12][CH:13]([CH3:14])[CH3:15])[C:16]([O:17][CH2:19][CH:20]([CH3:21])[CH3:22])=[O:18])[cH:2][cH:3][cH:4][cH:5][cH:6]1. Reactants: C(C)(C)(C)OC(=O)N1C[C@H]([C@H](CC1)NC(=O)OCC1=CC=CC=C1)NC(C1=CC=C(C=C1)N1C(C=CC=C1)=O)=O (Cis-4-Benzyloxycarbonylamino-3-[4-(2-oxo-2H-pyridin-1-yl)-benzoylamino]-piperidine-1-carboxylic acid tert-butyl ester), FC(C(=O)O)(F)F (trifluoroacetic acid). Run in C(Cl)Cl (CH2Cl2). Run at time 1 hour. The product is C(C1=CC=CC=C1)OC(N[C@@H]1[C@@H](CNCC1)NC(C1=CC=C(C=C1)N1C(C=CC=C1)=O)=O)=O (cis-{3-[4-(2-Oxo-2H-pyridin-1-yl)-benzoylamino]-piperidin-4-yl}-carbamic acid benzyl ester), C(=O)(C(F)(F)F)O (CF3COOH). As a reaction SMILES: C(OC([N:8]1[CH2:13][CH2:12][C@H:11]([NH:14][C:15]([O:17][CH2:18][C:19]2[CH:24]=[CH:23][CH:22]=[CH:21][CH:20]=2)=[O:16])[C@H:10]([NH:25][C:26](=[O:40])[C:27]2[CH:32]=[CH:31][C:30]([N:33]3[CH:38]=[CH:37][CH:36]=[CH:35][C:34]3=[O:39])=[CH:29][CH:28]=2)[CH2:9]1)=O)(C)(C)C.[F:41][C:42]([F:47])([F:46])[C:43]([OH:45])=[O:44]>C(Cl)Cl>[CH2:18]([O:17][C:15](=[O:16])[NH:14][C@H:11]1[CH2:12][CH2:13][NH:8][CH2:9][C@H:10]1[NH:25][C:26](=[O:40])[C:27]1[CH:32]=[CH:31][C:30]([N:33]2[CH:38]=[CH:37][CH:36]=[CH:35][C:34]2=[O:39])=[CH:29][CH:28]=1)[C:19]1[CH:24]=[CH:23][CH:22]=[CH:21][CH:20]=1.[C:43]([OH:45])([C:42]([F:47])([F:46])[F:41])=[O:44]. Procedure: Cis-4-Benzyloxycarbonylamino-3-[4-(2-oxo-2H-pyridin-1-yl)-benzoylamino]-piperidine-1-carboxylic acid tert-butyl ester (22.2 mg, 0.041 mmol) was dissolved in 2 mL of anhydrous CH2Cl2 To this solution was added 2 mL of trifluoroacetic acid (TFA). The mixture was stirred for one hour at rt. The solvent was removed in vacuo to yield cis-{3-[4-(2-Oxo-2H-pyridin-1-yl)-benzoylamino]-piperidin-4-yl}-carbamic acid benzyl ester, CF3COOH salt (42.7 mg) as a viscous oil, which was used without any further p...